From a dataset of the Open Reaction Database (ORD), a public repository of structured organic reaction records. describe an organic reaction: reactants, conditions, products, and yield Reactants: ClC1=C(C=CC(=C1)Cl)C1=C(C=C(C(=N1)N(C(=O)CC(=O)OC)C)C#N)C1=CC=C(C=C1)Cl (Methyl 2-(N-(6-(2,4-dichlorophenyl)-5-(4-chlorophenyl)-3-cyanopyridin-2-yl)-N-methylcarbamoyl)acetate), N (NH3). Run in C1CCOC1 (THF), CO (methanol). Run at time 3.5 hour. Product: NC1=C(C(N(C2=NC(=C(C=C12)C1=CC=C(C=C1)Cl)C1=C(C=C(C=C1)Cl)Cl)C)=O)C(=O)OC (methyl 4-amino-6-(4-chlorophenyl)-7-(2,4-dichlorophenyl)-1-methyl-2-oxo-1,2-dihydro-1,8-naphthyridine-3-carboxylate). RXN SMILES: [Cl:1][C:2]1[CH:7]=[C:6]([Cl:8])[CH:5]=[CH:4][C:3]=1[C:9]1[N:14]=[C:13]([N:15]([CH3:23])[C:16]([CH2:18][C:19]([O:21][CH3:22])=[O:20])=[O:17])[C:12]([C:24]#[N:25])=[CH:11][C:10]=1[C:26]1[CH:31]=[CH:30][C:29]([Cl:32])=[CH:28][CH:27]=1.N>C1COCC1.CO>[NH2:25][C:24]1[C:12]2[C:13](=[N:14][C:9]([C:3]3[CH:4]=[CH:5][C:6]([Cl:8])=[CH:7][C:2]=3[Cl:1])=[C:10]([C:26]3[CH:31]=[CH:30][C:29]([Cl:32])=[CH:28][CH:27]=3)[CH:11]=2)[N:15]([CH3:23])[C:16](=[O:17])[C:18]=1[C:19]([O:21][CH3:22])=[O:20]. Procedure details: To the product of Step A EXAMPLE 91 (100 mg) in THF (1 mL) was added 2 mL of NH3 in methanol (7 M). The reaction stirred for 3.5 hours at room temperature before it was concentrated. The residue was dissolved in CH2Cl2 and washed with saturated aqueous NaHCO3. The solution was dried (Na2SO4) and concentrated to afford the title compound. HPLC/MS: 488.0 (M+1), 490.0 (M+3); Rt=4.05 min. Reactants: O=C1N(C2=CN=CC=C2C=C1)CC=O ((2-oxo-1,7-naphthyridin-1(2H)-yl)acetaldehyde), O1CCOC2=C1C=CC(=C2)CN(C(OC(C)(C)C)=O)C2CCNCC2 (tert-butyl (2,3-dihydro-1,4-benzodioxin-6-ylmethyl)(piperidin-4-yl)carbamate), C(C)(=O)O (acetic acid), C(C)(=O)O[BH-](OC(C)=O)OC(C)=O.[Na+] (sodium triacetoxyborohydride). The solvent is ClCCl (dichloromethane), O (water). Conditions: time 30 minute. Product: O1CCOC2=C1C=CC(=C2)CN(C(OC(C)(C)C)=O)C2CCN(CC2)CCN2C(C=CC1=CC=NC=C21)=O (tert-butyl (2,3-dihydro-1,4-benzodioxin-6-ylmethyl)(1-(2-(2-oxo-1,7-naphthyridin-1(2H)-yl)ethyl)piperidin-4-yl)carbamate). Isolated yield 17.0%. Reaction SMILES: [O:1]=[C:2]1[CH:11]=[CH:10][C:9]2[C:4](=[CH:5][N:6]=[CH:7][CH:8]=2)[N:3]1[CH2:12][CH:13]=O.[O:15]1[C:20]2[CH:21]=[CH:22][C:23]([CH2:25][N:26]([CH:34]3[CH2:39][CH2:38][NH:37][CH2:36][CH2:35]3)[C:27](=[O:33])[O:28][C:29]([CH3:32])([CH3:31])[CH3:30])=[CH:24][C:19]=2[O:18][CH2:17][CH2:16]1.C(O)(=O)C.C(O[BH-](OC(=O)C)OC(=O)C)(=O)C.[Na+]>ClCCl.O>[O:15]1[C:20]2[CH:21]=[CH:22][C:23]([CH2:25][N:26]([CH:34]3[CH2:39][CH2:38][N:37]([CH2:13][CH2:12][N:3]4[C:4]5[C:9](=[CH:8][CH:7]=[N:6][CH:5]=5)[CH:10]=[CH:11][C:2]4=[O:1])[CH2:36][CH2:35]3)[C:27](=[O:33])[O:28][C:29]([CH3:32])([CH3:30])[CH3:31])=[CH:24][C:19]=2[O:18][CH2:17][CH2:16]1 |f:3.4|. Procedure details: To a solution of 0.32 g of (2-oxo-1,7-naphthyridin-1(2H)-yl)acetaldehyde in 10 mL of dichloromethane, 0.59 g of tert-butyl (2,3-dihydro-1,4-benzodioxin-6-ylmethyl)(piperidin-4-yl)carbamate and 97 μL of acetic acid were added, then, 0.54 g of sodium triacetoxyborohydride was added to the reaction mixture, and the mixture was stirred at room temperature for 2 hours 30 minutes. Thereto were added water, a saturated aqueous sodium hydrogen carbonate solution and chloroform, the organic layer was sep... Starting materials: CC(C)(C)OC(=O)N1CCC(n2ncc3c(Cl)ncnc32)CC1, O=C([O-])[O-], CN(C)C=O, [K+], [K+], [Na+], [Na+], O=C([O-])[O-], NC(=O)c1ccc(O)cc1. Product: CC(C)(C)OC(=O)N1CCC(n2ncc3c(Oc4ccc(C(N)=O)cc4)ncnc32)CC1. RXN SMILES: [C:11]([CH3:12])([CH3:13])([CH3:14])[O:15][C:16](=[O:17])[N:18]1[CH2:19][CH2:20][CH:21]([n:24]2[n:25][cH:26][c:27]3[c:28]2[n:29][cH:30][n:31][c:32]3[Cl:33])[CH2:22][CH2:23]1.[C:34](=[O:35])([O-:36])[O-:37].[CH3:46][N:47]([CH3:48])[CH:49]=[O:50].[K+:38].[K+:39].[Na+:40].[Na+:41].[O-:42][C:43](=[O:44])[O-:45].[OH:1][c:2]1[cH:3][cH:4][c:5]([C:6](=[O:7])[NH2:8])[cH:9][cH:10]1>>[O:1]([c:2]1[cH:3][cH:4][c:5]([C:6](=[O:7])[NH2:8])[cH:9][cH:10]1)[c:32]1[c:27]2[cH:26][n:25][n:24]([CH:21]3[CH2:20][CH2:19][N:18]([C:16]([O:15][C:11]([CH3:12])([CH3:13])[CH3:14])=[O:17])[CH2:23][CH2:22]3)[c:28]2[n:29][cH:30][n:31]1. Starting materials: O=C([O-])[O-], COS(=O)(=O)OC, CCOC(=O)c1c(O)c([N+](=O)[O-])cn1C, CC(C)=O, ClCCl, [K+], [K+]. Product: CCOC(=O)c1c(OC)c([N+](=O)[O-])cn1C. RXN SMILES: [C:23](=[O:24])([O-:25])[O-:26].[CH3:16][O:17][S:18]([O:19][CH3:20])(=[O:21])=[O:22].[CH3:1][n:2]1[c:3]([C:11](=[O:12])[O:13][CH2:14][CH3:15])[c:4]([OH:10])[c:5]([N+:7](=[O:8])[O-:9])[cH:6]1.[CH3:29][C:30](=[O:31])[CH3:32].[Cl:33][CH2:34][Cl:35].[K+:27].[K+:28]>>[CH3:1][n:2]1[c:3]([C:11](=[O:12])[O:13][CH2:14][CH3:15])[c:4]([O:10][CH3:16])[c:5]([N+:7](=[O:8])[O-:9])[cH:6]1.